This data is from the Open Reaction Database (ORD), a public repository of structured organic reaction records. The task is: describe an organic reaction: reactants, conditions, products, and yield Reactants: C(C)(C)(C)OC(=O)N1[C@H]([C@@H](OC[C@@H]1COCC1=CC=CC=C1)OCC(C)(C)C)C ((2R,3S,5S)-5-benzyloxymethyl-2-(2,2-dimethylpropoxy)-3-methylmorpholine-4-carboxylic acid tert-butyl ester). The reagents and catalysts are [OH-].[OH-].[Pd+2] (palladium hydroxide on carbon). Run in CO (methanol). Yields the product C(C)(C)(C)OC(=O)N1[C@H]([C@@H](OC[C@@H]1CO)OCC(C)(C)C)C ((2R,3S,5S)-2-(2,2-Dimethylpropoxy)-5-hydroxymethyl-3-methylmorpholine-4-carboxylic acid tert-butyl ester). Yield: 93.3%. RXN SMILES: [C:1]([O:5][C:6]([N:8]1[C@@H:13]([CH2:14][O:15]CC2C=CC=CC=2)[CH2:12][O:11][C@@H:10]([O:23][CH2:24][C:25]([CH3:28])([CH3:27])[CH3:26])[C@@H:9]1[CH3:29])=[O:7])([CH3:4])([CH3:3])[CH3:2]>CO.[OH-].[OH-].[Pd+2]>[C:1]([O:5][C:6]([N:8]1[C@@H:13]([CH2:14][OH:15])[CH2:12][O:11][C@@H:10]([O:23][CH2:24][C:25]([CH3:28])([CH3:27])[CH3:26])[C@@H:9]1[CH3:29])=[O:7])([CH3:4])([CH3:3])[CH3:2] |f:2.3.4|. Reported procedure: Stir (2R,3S,5S)-5-benzyloxymethyl-2-(2,2-dimethylpropoxy)-3-methylmorpholine-4-carboxylic acid tert-butyl ester (0.65 g, 1.59 mmol) and 20% palladium hydroxide on carbon (0.65 g) in methanol (25 mL) under a hydrogen atmosphere at room temperature for 2 hours. Filter through Celite®, concentrate and purify (silica gel chromatography, eluting with 0:100 to 20:80 ethyl acetate:hexanes) to give the desired compound as an oil (471 mg 93.0%). The reactants are C1CCOC1, COC(=O)c1ccc(Cc2nnc(-c3cccc(-c4ncc(-c5ccc(OC)cc5)o4)c3)o2)cc1, CO, [Na+], [OH-], O. Product: COc1ccc(-c2cnc(-c3cccc(-c4nnc(Cc5ccc(C(=O)O)cc5)o4)c3)o2)cc1. Reaction SMILES: [CH2:38]1[O:39][CH2:40][CH2:41][CH2:42]1.[CH3:1][O:2][C:3]([c:4]1[cH:5][cH:6][c:7]([CH2:10][c:11]2[o:12][c:13](-[c:16]3[cH:17][c:18](-[c:22]4[o:23][c:24](-[c:27]5[cH:28][cH:29][c:30]([O:33][CH3:34])[cH:31][cH:32]5)[cH:25][n:26]4)[cH:19][cH:20][cH:21]3)[n:14][n:15]2)[cH:8][cH:9]1)=[O:35].[CH3:43][OH:44].[Na+:37].[OH-:36].[OH2:45]>>[O:2]=[C:3]([c:4]1[cH:5][cH:6][c:7]([CH2:10][c:11]2[o:12][c:13](-[c:16]3[cH:17][c:18](-[c:22]4[o:23][c:24](-[c:27]5[cH:28][cH:29][c:30]([O:33][CH3:34])[cH:31][cH:32]5)[cH:25][n:26]4)[cH:19][cH:20][cH:21]3)[n:14][n:15]2)[cH:8][cH:9]1)[OH:35]. Reactants: CN1N=C(C=CC1=O)C1=CC=C(C=C1)Cl (2-methyl-6-(4-chlorophenyl)-3(2H)-pyridazinone), ClS(=O)(=O)O (chlorosulfonic acid), CN (methylamine). Product: ClC1=C(C=C(C=C1)C1=NN(C(C=C1)=O)C)S(=O)(=O)NC (2-chloro-5-(1,6-dihydro-1-methyl-6-oxo-3-pyridazinyl)-N-methylbenzenesulfonamide). RXN SMILES: [CH3:1][N:2]1[C:7](=[O:8])[CH:6]=[CH:5][C:4]([C:9]2[CH:14]=[CH:13][C:12]([Cl:15])=[CH:11][CH:10]=2)=[N:3]1.Cl[S:17]([OH:20])(=O)=[O:18].[CH3:21][NH2:22]>>[Cl:15][C:12]1[CH:13]=[CH:14][C:9]([C:4]2[CH:5]=[CH:6][C:7](=[O:8])[N:2]([CH3:1])[N:3]=2)=[CH:10][C:11]=1[S:17]([NH:22][CH3:21])(=[O:20])=[O:18]. Procedure details: Similarly reaction of 2-methyl-6-(4-chlorophenyl)-3(2H)-pyridazinone with chlorosulfonic acid followed by methylamine according to the procedure of this Example gives 2-chloro-5-(1,6-dihydro-1-methyl-6-oxo-3-pyridazinyl)-N-methylbenzenesulfonamide. The reactants are C[Si](C)(C)C#CC1=CC=C(C=C1)CC(=O)NNC(=O)OC(C)(C)C (tert-butyl 2-({4-[(trimethylsilyl)ethynyl]phenyl}acetyl)hydrazinecarboxylate), [F-].C(CCC)[N+](CCCC)(CCCC)CCCC (tetra-n-butylammonium fluoride). The solvent is O1CCCC1 (tetrahydrofuran). Run at temperature 0 celsius, time 45 minute. Yields the product C(#C)C1=CC=C(C=C1)CC(=O)NNC(=O)OC(C)(C)C (tert-butyl 2-[(4-ethynylphenyl)acetyl]hydrazinecarboxylate). Isolated yield 95.5%. RXN SMILES: C[Si]([C:5]#[C:6][C:7]1[CH:12]=[CH:11][C:10]([CH2:13][C:14]([NH:16][NH:17][C:18]([O:20][C:21]([CH3:24])([CH3:23])[CH3:22])=[O:19])=[O:15])=[CH:9][CH:8]=1)(C)C.[F-].C([N+](CCCC)(CCCC)CCCC)CCC>O1CCCC1>[C:6]([C:7]1[CH:12]=[CH:11][C:10]([CH2:13][C:14]([NH:16][NH:17][C:18]([O:20][C:21]([CH3:24])([CH3:23])[CH3:22])=[O:19])=[O:15])=[CH:9][CH:8]=1)#[CH:5] |f:1.2|. Procedure details: To a solution of tert-butyl 2-({4-[(trimethylsilyl)ethynyl]phenyl}acetyl)hydrazinecarboxylate (10.1 g, 29.4 mmol) in anhydrous tetrahydrofuran (150 ml) was added at 0° C. tetra-n-butylammonium fluoride (1M tetrahydrofuran solution, 29.4 ml, 29.4 mmol). After stirring at 0° C. for 45 mins, the mixture was concentrated under reduced pressure. Water was added to the residue and the mixture was extracted with ethyl acetate, and the extract was concentrated under reduced pressure. The concentrated re... Reactants: FC(C(C#C[Si](C(C)C)(C(C)C)C(C)C)=O)(F)F (1,1,1-trifluoro-4-(triisopropylsilyl)but-3-yn-2-one), C1CCOC1 (THF), C(C=C)[Mg]Cl (allylmagnesium chloride), [NH4+].[Cl-] (NH4Cl). Solvent: C(Cl)Cl (CH2Cl2). Conditions: time 1 hour. Yields the product FC(C(C#C[Si](C(C)C)(C(C)C)C(C)C)(CC=C)O)(F)F (3-(Trifluoromethyl)-1-(triisopropylsilyl)hex-5-en-1-yn-3-ol). Reaction SMILES: [F:1][C:2]([F:18])([F:17])[C:3](=[O:16])[C:4]#[C:5][Si:6]([CH:13]([CH3:15])[CH3:14])([CH:10]([CH3:12])[CH3:11])[CH:7]([CH3:9])[CH3:8].[CH2:19]1[CH2:23]OC[CH2:20]1.C([Mg]Cl)C=C.[NH4+].[Cl-]>C(Cl)Cl>[F:18][C:2]([F:1])([F:17])[C:3]([OH:16])([CH2:23][CH:19]=[CH2:20])[C:4]#[C:5][Si:6]([CH:13]([CH3:15])[CH3:14])([CH:10]([CH3:11])[CH3:12])[CH:7]([CH3:8])[CH3:9] |f:3.4|. Procedure: To a solution of 1,1,1-trifluoro-4-(triisopropylsilyl)but-3-yn-2-one (3.00 g, 10.8 mmol) in CH2Cl2 (80 mL) at 0° C., was added a THF solution of allylmagnesium chloride (2.0 M, 8.08 mL, 16.2 mmol). After 1 h, a saturated solution of NH4Cl was added. The aqueous layer was extracted with CHCl3 (3×), and the combined organic layers were washed with H2O and brine, dried (Na2SO4) and concentrated under vacuum at 30° C. affording the title compound (3.63 g). 1H NMR (400 MHz, acetone-d6): 6.02 (m, 2H),...